Dataset: the Open Reaction Database (ORD), a public repository of structured organic reaction records. Task: describe an organic reaction: reactants, conditions, products, and yield Starting materials: N#Cc1cc(S(=O)(=O)Cl)ccc1F, ClCCl, Cl, Cl, Nc1ncc(Cl)s1, c1ccncc1. Product: N#Cc1cc(S(=O)(=O)Nc2ncc(Cl)s2)ccc1F. Reaction SMILES: [C:15](#[N:16])[c:17]1[cH:18][c:19]([S:24](=[O:25])(=[O:26])[Cl:27])[cH:20][cH:21][c:22]1[F:23].[Cl:29][CH2:30][Cl:31].[ClH:1].[ClH:28].[NH2:2][c:3]1[s:4][c:5]([Cl:8])[cH:6][n:7]1.[cH:9]1[cH:10][cH:11][n:12][cH:13][cH:14]1>>[NH:2]([c:3]1[s:4][c:5]([Cl:8])[cH:6][n:7]1)[S:24]([c:19]1[cH:18][c:17]([C:15]#[N:16])[c:22]([F:23])[cH:21][cH:20]1)(=[O:25])=[O:26]. Reactants: COc1ccccc1-c1ccc2cnc(S(C)=O)nn12, COCCO, CO, CCN(C(C)C)C(C)C, COc1cc(N2CCCC(N3CCN(C(C)=O)CC3)C2)ccc1N. Product: COc1cc(N2CCCC(N3CCN(C(C)=O)CC3)C2)ccc1Nc1ncc2ccc(-c3ccccc3OC)n2n1. RXN SMILES: [CH3:25][S:26](=[O:27])[c:28]1[n:29][n:30]2[c:31]([cH:32][n:33]1)[cH:34][cH:35][c:36]2-[c:37]1[c:38]([O:43][CH3:44])[cH:39][cH:40][cH:41][cH:42]1.[CH3:54][O:55][CH2:56][CH2:57][OH:58].[CH3:59][OH:60].[CH:45]([N:46]([CH2:47][CH3:48])[CH:49]([CH3:50])[CH3:51])([CH3:52])[CH3:53].[NH2:1][c:2]1[c:3]([O:23][CH3:24])[cH:4][c:5]([N:8]2[CH2:9][CH:10]([N:14]3[CH2:15][CH2:16][N:17]([C:20]([CH3:21])=[O:22])[CH2:18][CH2:19]3)[CH2:11][CH2:12][CH2:13]2)[cH:6][cH:7]1>>[NH:1]([c:2]1[c:3]([O:23][CH3:24])[cH:4][c:5]([N:8]2[CH2:9][CH:10]([N:14]3[CH2:15][CH2:16][N:17]([C:20]([CH3:21])=[O:22])[CH2:18][CH2:19]3)[CH2:11][CH2:12][CH2:13]2)[cH:6][cH:7]1)[c:28]1[n:29][n:30]2[c:31]([cH:32][n:33]1)[cH:34][cH:35][c:36]2-[c:37]1[c:38]([O:43][CH3:44])[cH:39][cH:40][cH:41][cH:42]1. Starting materials: C(C)(=O)OC(C)=O (acetic anhydride), N1=CC=CC=C1 (pyridine), OC12[C@@H](OC(C1CN1CCN(CC1)CC1=C(C(=CC(=C1)OC)OC)CO)=O)C1=C(CCC[C@@]1(CC2)C)C ((5aR,9bS)-3a-hydroxy-3-((4-(2-(hydroxymethyl)-3,5-dimethoxybenzyl)piperazin-1-yl)methyl)-5a,9-dimethyl-3,3a,4,5,5a,6,7,8-octahydronaphtho[1,2-b]furan-2(9bH)-one). Reagents/catalysts: CN(C)C=1C=CN=CC1 (DMAP). The solvent is C(Cl)Cl (DCM), O (water). Reaction conditions: temperature 25 celsius, time 2 hour. The product is C(C)(=O)OCC1=C(C=C(C=C1OC)OC)CN1CCN(CC1)CC1C2([C@@H](OC1=O)C1=C(CCC[C@@]1(CC2)C)C)O (2-((4-(((5aR,9bS)-3a-hydroxy-5a,9-dimethyl-2-oxo-2,3,3a,4,5,5a,6,7,8,9b-decahydro naphtho[1,2-b]furan-3-yl)methyl)piperazin-1-yl)methyl)-4,6-dimethoxybenzyl acetate). RXN SMILES: [OH:1][C:2]12[CH2:35][CH2:34][C@:33]3([CH3:36])[C:28](=[C:29]([CH3:37])[CH2:30][CH2:31][CH2:32]3)[C@@H:3]1[O:4][C:5](=[O:27])[CH:6]2[CH2:7][N:8]1[CH2:13][CH2:12][N:11]([CH2:14][C:15]2[CH:20]=[C:19]([O:21][CH3:22])[CH:18]=[C:17]([O:23][CH3:24])[C:16]=2[CH2:25][OH:26])[CH2:10][CH2:9]1.[C:38](OC(=O)C)(=[O:40])[CH3:39].N1C=CC=CC=1>C(Cl)Cl.CN(C1C=CN=CC=1)C.O>[C:38]([O:26][CH2:25][C:16]1[C:17]([O:23][CH3:24])=[CH:18][C:19]([O:21][CH3:22])=[CH:20][C:15]=1[CH2:14][N:11]1[CH2:12][CH2:13][N:8]([CH2:7][CH:6]2[C:5](=[O:27])[O:4][C@H:3]3[C:28]4[C@@:33]([CH3:36])([CH2:34][CH2:35][C:2]23[OH:1])[CH2:32][CH2:31][CH2:30][C:29]=4[CH3:37])[CH2:9][CH2:10]1)(=[O:40])[CH3:39]. Reported procedure: Compound of example 38 (200.0 mg, 0.39 mmol) was dissolved in DCM (10 mL). To it was added acetic anhydride (43.86 mg, 0.43 mmol), pyridine (61.70 mg, 0.78 mmol) and DMAP (2 mg) and reaction mixture was stirred at room temperature (25° C.) for 2 hours. Reaction mixture was diluted with water and extracted with DCM (3×50 mL). The crude product was purified by column chromatography (silica gel, 40% ethyl acetate in petroleum ether) to obtain the title compound. Starting materials: C1CCOC1, CNC, O=C(Cl)c1cccc(Oc2ccc(Cl)cc2[N+](=O)[O-])c1, O. Product: CN(C)C(=O)c1cccc(Oc2ccc(Cl)cc2[N+](=O)[O-])c1. As a reaction SMILES: [CH2:25]1[O:26][CH2:27][CH2:28][CH2:29]1.[CH3:21][NH:22][CH3:23].[Cl:1][c:2]1[cH:3][c:4]([N+:18](=[O:19])[O-:20])[c:5]([O:6][c:7]2[cH:8][c:9]([C:10](=[O:11])[Cl:12])[cH:13][cH:14][cH:15]2)[cH:16][cH:17]1.[OH2:24]>>[Cl:1][c:2]1[cH:3][c:4]([N+:18](=[O:19])[O-:20])[c:5]([O:6][c:7]2[cH:8][c:9]([C:10](=[O:11])[N:22]([CH3:21])[CH3:23])[cH:13][cH:14][cH:15]2)[cH:16][cH:17]1. Starting materials: c1ccc(COc2cccnc2)cc1, ClCCl, Cc1cc(C)c(S(=O)(=O)ON)c(C)c1. The product is N[n+]1cccc(OCc2ccccc2)c1, Cc1cc(C)c(S(=O)(=O)[O-])c(C)c1. RXN SMILES: [CH2:15]([c:16]1[cH:17][cH:18][cH:19][cH:20][cH:21]1)[O:22][c:23]1[cH:24][n:25][cH:26][cH:27][cH:28]1.[CH2:29]([Cl:30])[Cl:31].[c:1]1([CH3:14])[c:2]([S:9](=[O:10])(=[O:11])[O:12][NH2:13])[c:3]([CH3:8])[cH:4][c:5]([CH3:7])[cH:6]1>>[NH2:13][n+:25]1[cH:24][c:23]([O:22][CH2:15][c:16]2[cH:17][cH:18][cH:19][cH:20][cH:21]2)[cH:28][cH:27][cH:26]1.[c:1]1([CH3:14])[c:2]([S:9](=[O:10])(=[O:11])[O-:12])[c:3]([CH3:8])[cH:4][c:5]([CH3:7])[cH:6]1. The yield is 20.0%. The reactants are C1(=CC=CC=C1)[Mg]Br (phenylmagnesium bromide), C1(=CC=CC=C1)C1=CC=C(C(=O)C(=O)OCC)C=C1 (ethyl 4-phenylbenzoylformate), OC=1C(OC(C1O)(C1=CC=CC=C1)C)=O (3,4-dihydroxy-5-methyl-5-phenyl-2(5H)-furanone). Procedure: A total of 3.4 mL (10.2 mmol) of 3.0M phenylmagnesium bromide was added to a solution of 2.4 g (10 mmol) of ethyl 4-phenylbenzoylformate in THF in an analogous manner as described for the synthesis of 3,4-dihydroxy-5-methyl-5-phenyl-2(5H)-furanone to give prior to hydrogenolysis 0.88 g (20% yield) of 5-[(1,1'-biphenyl)-4-yl]-4-hydroxy-3-phenylmethoxy-5-phenyl-2(5H)-furanone as an off white solid: mp 190-195° C. (CHCl3 /hexanes). As a reaction SMILES: [C:1]1([Mg]Br)[CH:6]=[CH:5][CH:4]=[CH:3][CH:2]=1.C1([C:15]2[CH:27]=[CH:26][C:18]([C:19](C(OCC)=O)=O)=[CH:17][CH:16]=2)C=CC=CC=1.[OH:28][C:29]1[C:30](=[O:42])[O:31][C:32]([CH3:41])([C:35]2[CH:40]=[CH:39][CH:38]=[CH:37][CH:36]=2)[C:33]=1[OH:34]>C1COCC1>[C:38]1([C:1]2[CH:6]=[CH:5][CH:4]=[CH:3][CH:2]=2)[CH:39]=[CH:40][C:35]([C:32]2([C:41]3[CH:5]=[CH:6][CH:1]=[CH:2][CH:3]=3)[O:31][C:30](=[O:42])[C:29]([O:28][CH2:19][C:18]3[CH:17]=[CH:16][CH:15]=[CH:27][CH:26]=3)=[C:33]2[OH:34])=[CH:36][CH:37]=1. Product: C1(=CC=C(C=C1)C1(C(=C(C(O1)=O)OCC1=CC=CC=C1)O)C1=CC=CC=C1)C1=CC=CC=C1 (5-[(1,1'-biphenyl)-4-yl]-4-hydroxy-3-phenylmethoxy-5-phenyl-2(5H)-furanone). Run in C1CCOC1 (THF). Reactants: COC1=C(C=CC=C1)C1=NC2=CC=CC=C2C(N1)=O (2-(2′-Methoxyphenyl)-4-quinazolinone), COC=1C=C(C=O)C=CC1OC (3,4-dimethoxybenzaldehyde). Product: COC=1C=C(C=CC1OC)C1=NC2=CC=CC=C2C(N1)=O (2-(3′,4′-Dimethoxyphenyl)-4-quinazolinone). The yield is 89.0%. RXN SMILES: COC1C=CC=CC=1C1[NH:18][C:17](=[O:19])[C:16]2[C:11](=[CH:12][CH:13]=[CH:14][CH:15]=2)[N:10]=1.[CH3:20][O:21][C:22]1[CH:23]=[C:24]([CH:27]=[CH:28][C:29]=1[O:30][CH3:31])[CH:25]=O>>[CH3:20][O:21][C:22]1[CH:23]=[C:24]([C:25]2[NH:18][C:17](=[O:19])[C:16]3[C:11](=[CH:12][CH:13]=[CH:14][CH:15]=3)[N:10]=2)[CH:27]=[CH:28][C:29]=1[O:30][CH3:31]. Procedure: According to the preparation of 42, 3,4-dimethoxybenzaldehyde (39) (1.2 g, 7.3 mmol) was used to afford 48 (1.8 g, 89.0%) as pale yellow prism crystals.